describe an organic reaction: reactants, conditions, products, and yield From a dataset of the Open Reaction Database (ORD), a public repository of structured organic reaction records. Starting materials: COC(=O)c1ccc(O)c(F)c1, CC(C)I, [K+], [K+], O=C([O-])[O-], CN(C)C=O. Product: COC(=O)c1ccc(OC(C)C)c(F)c1. Reaction SMILES: [F:1][c:2]1[cH:3][c:4]([C:5](=[O:6])[O:7][CH3:8])[cH:9][cH:10][c:11]1[OH:12].[I:19][CH:20]([CH3:21])[CH3:22].[K+:13].[K+:14].[O-:15][C:16]([O-:17])=[O:18].[O:23]=[CH:24][N:25]([CH3:26])[CH3:27]>>[F:1][c:2]1[cH:3][c:4]([C:5](=[O:6])[O:7][CH3:8])[cH:9][cH:10][c:11]1[O:12][CH:20]([CH3:21])[CH3:22]. The reactants are C(CCC)[Li] (n-Butyllithium), BrC=1C=CC(=NC1)OC (5-Bromo-2-methoxypyridine), [N+](=O)([O-])C1=C(C=O)C=CC=C1 (2-nitrobenzaldehyde), C(C)(C)NC(C)C (diisopropylamine). Solvent: O1CCCC1 (tetrahydrofuran), CCCCCC (hexane), O1CCCC1 (tetrahydrofuran), O1CCCC1 (tetrahydrofuran), O1CCCC1 (tetrahydrofuran). Conditions: time 3 hour. Product: [N+](=O)([O-])C1=C(C=CC=C1)C(O)C1=CC(=NC=C1Br)OC ((2-Nitrophenyl)-(5-bromo-2-methoxypyridin-4-yl)methanol). The yield is 130.8%. As a reaction SMILES: C([Li])CCC.C(NC(C)C)(C)C.[Br:13][C:14]1[CH:15]=[CH:16][C:17]([O:20][CH3:21])=[N:18][CH:19]=1.[N+:22]([C:25]1[CH:32]=[CH:31][CH:30]=[CH:29][C:26]=1[CH:27]=[O:28])([O-:24])=[O:23]>O1CCCC1.CCCCCC>[N+:22]([C:25]1[CH:32]=[CH:31][CH:30]=[CH:29][C:26]=1[CH:27]([C:15]1[C:14]([Br:13])=[CH:19][N:18]=[C:17]([O:20][CH3:21])[CH:16]=1)[OH:28])([O-:24])=[O:23]. Reported procedure: n-Butyllithium (17.5 ml of a 1.6M hexane solution)in anhydrous tetrahydrofuran (20 ml) was added dropwise to a stirred, cooled (-72° C.) solution of diisopropylamine (3.8 ml) in anhydrous tetrahydrofuran (120 ml) under a nitrogen atmosphere. 5-Bromo-2-methoxypyridine (5.09 g, Eur. J. Med. Chem. 1977, 12, 531) in anhydrous tetrahydrofuran (15 ml) was added dropwise followed by a solution of 2-nitrobenzaldehyde (2.96 g) in anhydrous tetrahydrofuran (20 ml) keeping the temperature of the reaction m...